describe an organic reaction: reactants, conditions, products, and yield From a dataset of the Open Reaction Database (ORD), a public repository of structured organic reaction records. Reactants: N1=CC=C(C=C1)C1=C(C(=CC2=CC(=C(C=C12)OC)OC)C(=O)OC)C(=O)OC (1-(4-pyridyl)-2,3-bis(methoxycarbonyl)-6,7-dimethoxynaphthalene), [H-].[Al+3].[Li+].[H-].[H-].[H-] (lithium aluminum hydride), O (water), O (water), [OH-].[Na+] (sodium hydroxide). The solvent is O1CCCC1 (tetrahydrofuran), O1CCCC1 (tetrahydrofuran). Yields the product N1=CC=C(C=C1)C1=C(C(=CC2=CC(=C(C=C12)OC)OC)CO)CO (1-(4-pyridyl)-2,3-bis(hydroxymethyl)-6,7-dimethoxynaphthalene). Yield: 79.1%. As a reaction SMILES: [N:1]1[CH:6]=[CH:5][C:4]([C:7]2[C:16]3[C:11](=[CH:12][C:13]([O:19][CH3:20])=[C:14]([O:17][CH3:18])[CH:15]=3)[CH:10]=[C:9]([C:21](OC)=[O:22])[C:8]=2[C:25](OC)=[O:26])=[CH:3][CH:2]=1.[H-].[Al+3].[Li+].[H-].[H-].[H-].O.[OH-].[Na+]>O1CCCC1>[N:1]1[CH:6]=[CH:5][C:4]([C:7]2[C:16]3[C:11](=[CH:12][C:13]([O:19][CH3:20])=[C:14]([O:17][CH3:18])[CH:15]=3)[CH:10]=[C:9]([CH2:21][OH:22])[C:8]=2[CH2:25][OH:26])=[CH:3][CH:2]=1 |f:1.2.3.4.5.6,8.9|. Procedure details: A solution of 1-(4-pyridyl)-2,3-bis(methoxycarbonyl)-6,7-dimethoxynaphthalene (2.0 g) in tetrahydrofuran (50 ml) is added dropwise to a suspension of lithium aluminum hydride (100 mg) in tetrahydrofuran (20 ml) at -20° C. The mixture is stirred under ice-cooling for one hour, and thereto are added water (0.1 ml) and 15% aqueous sodium hydroxide solution (0.1 ml). Ten minutes thereafter, water (0.3 ml) is added to the reaction mixture, and the mixture is stirred at room temperature for one hour. ... Reactants: CC(=O)N(CCCN(C)C)c1ccc(-c2cc(=O)c3c(N)c(F)cc(F)c3o2)cc1F, CN(C)C=O, [H-], CCCCCI, [Na+], O. Yields the product CCCCCNc1c(F)cc(F)c2oc(-c3ccc(N(CCCN(C)C)C(C)=O)c(F)c3)cc(=O)c12. Reaction SMILES: [C:1]([CH3:2])(=[O:3])[N:4]([CH2:5][CH2:6][CH2:7][N:8]([CH3:9])[CH3:10])[c:11]1[c:12]([F:31])[cH:13][c:14](-[c:17]2[o:18][c:19]3[c:20]([c:21](=[O:23])[cH:22]2)[c:24]([NH2:30])[c:25]([F:29])[cH:26][c:27]3[F:28])[cH:15][cH:16]1.[CH3:41][N:42]([CH3:43])[CH:44]=[O:45].[H-:32].[I:34][CH2:35][CH2:36][CH2:37][CH2:38][CH3:39].[Na+:33].[OH2:40]>>[C:1]([CH3:2])(=[O:3])[N:4]([CH2:5][CH2:6][CH2:7][N:8]([CH3:9])[CH3:10])[c:11]1[c:12]([F:31])[cH:13][c:14](-[c:17]2[o:18][c:19]3[c:20]([c:21](=[O:23])[cH:22]2)[c:24]([NH:30][CH2:35][CH2:36][CH2:37][CH2:38][CH3:39])[c:25]([F:29])[cH:26][c:27]3[F:28])[cH:15][cH:16]1. RXN SMILES: [Na].[CH2:2]([N:4]1[C:12]2[C:7](=[CH:8][C:9]([C:13](=[O:19])[C:14]3[S:18][CH:17]=[CH:16][CH:15]=3)=[CH:10][CH:11]=2)[CH2:6][C:5]1=[O:20])[CH3:3].[C:21](=O)([O:25]CC)[O:22][CH2:23][CH3:24].Cl>[Cl-].[Na+].O.C(Cl)Cl.C(O)C>[CH2:2]([N:4]1[C:12]2[C:7](=[CH:8][C:9]([C:13](=[O:19])[C:14]3[S:18][CH:17]=[CH:16][CH:15]=3)=[CH:10][CH:11]=2)[CH:6]([C:21]([O:22][CH2:23][CH3:24])=[O:25])[C:5]1=[O:20])[CH3:3] |f:4.5.6,^1:0|. The product is C(C)N1C(C(C2=CC(=CC=C12)C(C1=CC=CS1)=O)C(=O)OCC)=O (ethyl 1-ethyl-5-(2-thenoyl)oxindole-3-carboxylate). Reported procedure: To sodium ethoxide, formed by adding 2 g. of sodium metal to 58 ml. of ethanol, at 0° C. was added 7.84 g. (28.9 mmoles) of 1-ethyl-5-(2-thenoyl)oxindole followed by 10.24 g. (86.8 mmoles) of diethyl carbonate, and the reaction heated to 65° C. for 2 hours. The reaction mixture was poured into a cold mixture of 250 ml. 1N hydrochloric acid, 250 ml. of a saturated brine solution and 200 ml. of methylene chloride. The organic phase was separated, dried over magnesium sulfate and concentrated in va... The yield is 54.4%. Reactants: [Na] (sodium), Cl (hydrochloric acid), C(C)N1C(CC2=CC(=CC=C12)C(C1=CC=CS1)=O)=O (1-ethyl-5-(2-thenoyl)oxindole), C(OCC)(OCC)=O (diethyl carbonate). The solvent is [Cl-].[Na+].O (brine), C(C)O (ethanol), C(Cl)Cl (methylene chloride). Reactants: ClC(=O)OC(C)Cl (1-Chloroethyl chloroformate), C(C1=CC=CC=C1)N1CC(=C(CC1)\C=C\C1=CC=CC=C1)F ((E)-1-benzyl-3-fluoro-4-(2-phenylethenyl)-1,2,5,6-tetrahydropyridine), CN(C)CC1=CNC2=NC=CC=C21 (3-dimethylaminomethyl-1H-pyrrolo[2,3-b]pyridine). Run in C1(=CC=CC=C1)C (toluene), ClCCl (dichloromethane). Conditions: time 1 hour. Yields the product FC=1CN(CCC1\C=C\C1=CC=CC=C1)CC1=CNC2=NC=CC=C21 ((E)-3-(3-Fluoro-4-[2-phenylethenyl]-1,2,5,6-tetrahydropyridin-1-yl)methyl-1H-pyrrolo[2,3-b]pyridine). Yield: 51.3%. Reaction SMILES: ClC(OC(Cl)C)=O.[CH2:8]([N:15]1[CH2:20][CH2:19][C:18](/[CH:21]=[CH:22]/[C:23]2[CH:28]=[CH:27][CH:26]=[CH:25][CH:24]=2)=[C:17]([F:29])[CH2:16]1)[C:9]1[CH:14]=[CH:13][CH:12]=[CH:11][CH:10]=1.CN(CC1C2[C:37](=[N:38]C=CC=2)[NH:36]C=1)C>ClCCl.C1(C)C=CC=CC=1>[F:29][C:17]1[CH2:16][N:15]([CH2:8][C:9]2[C:10]3[C:37](=[N:38][CH:13]=[CH:12][CH:11]=3)[NH:36][CH:14]=2)[CH2:20][CH2:19][C:18]=1/[CH:21]=[CH:22]/[C:23]1[CH:24]=[CH:25][CH:26]=[CH:27][CH:28]=1. Reported procedure: 1-Chloroethyl chloroformate (0.048 ml, 0.44 mmol) was added dropwise to a solution of (E)-1-benzyl-3-fluoro-4-(2-phenylethenyl)-1,2,5,6-tetrahydropyridine (0.1002 g, 0.342 mmol) in dichloromethane (2 ml) at -8° C. The mixture was stirred at -8° C. to 0° C. for 1 hour, concentrated in vacuo, the residue redissolved in methanol (5 ml) and heated at reflux for fifteen minutes. The reaction mixture was evaporated and the residue partitioned between saturated aqueous potassium carbonate (25 ml) and d... The reactants are C(C)OC(=O)C=1C(NC2=CC=NC=C2C1N1CCN(CC1)C(=O)C=1SC=CC1)=O (2-Oxo-4-[4-(thiophene-2-carbonyl)-piperazin-1-yl]-1,2-dihydro-[1,6]-naphthyridin-3-carboxylic acid ethyl ester), FC1=CC=C(CBr)C=C1 (4-fluorobenzyl bromide). Yields the product C(C)OC(=O)C=1C(N(C2=CC=NC=C2C1N1CCN(CC1)C(=O)C=1SC=CC1)CC1=CC=C(C=C1)F)=O (1-(4-fluoro-benzyl)-2-oxo-4-[4-(thiophene-2-carbonyl)-piperazin-1-yl]-1,2-dihydro-[1,6]-naphthyridine-3-carboxylic acid ethyl ester). As a reaction SMILES: [CH2:1]([O:3][C:4]([C:6]1[C:7](=[O:29])[NH:8][C:9]2[C:14]([C:15]=1[N:16]1[CH2:21][CH2:20][N:19]([C:22]([C:24]3[S:25][CH:26]=[CH:27][CH:28]=3)=[O:23])[CH2:18][CH2:17]1)=[CH:13][N:12]=[CH:11][CH:10]=2)=[O:5])[CH3:2].[F:30][C:31]1[CH:38]=[CH:37][C:34]([CH2:35]Br)=[CH:33][CH:32]=1>>[CH2:1]([O:3][C:4]([C:6]1[C:7](=[O:29])[N:8]([CH2:35][C:34]2[CH:37]=[CH:38][C:31]([F:30])=[CH:32][CH:33]=2)[C:9]2[C:14]([C:15]=1[N:16]1[CH2:21][CH2:20][N:19]([C:22]([C:24]3[S:25][CH:26]=[CH:27][CH:28]=3)=[O:23])[CH2:18][CH2:17]1)=[CH:13][N:12]=[CH:11][CH:10]=2)=[O:5])[CH3:2]. Reported procedure: This compound was prepared from 2-oxo-4-[4-(thiophene-2-carbonyl)-piperazin-1-yl]-1,2-dihydro-[1,6]-naphthyridin-3-carboxylic acid ethyl ester (121) and 4-fluorobenzyl bromide according to General Procedure B. Yield 210 mg (55%), MP 132° C.; 1H-NMR (DMSO-d6): δ 1.30 (t, J=7.2 Hz, 3H), 3.21 (m, 4H), 3.91 (m, 4H), 4.31 (q, J=7.2 Hz, 2H), 5.41 (s, 2H), 7.13-7.29 (m, 5H), 7.41 (d, J=6.0 Hz, 1H), 7.47 (dd, J=1.2, 3.6 Hz, 1H), 7.80 (dd, J=4.8, 1.2 Hz, 1H), 8.57 (d, J=6.0 Hz, 1H), 9.09 (s, 1H); EIMS: 5... Starting materials: [H-].[Al+3].[Li+].[H-].[H-].[H-] (lithium aluminum hydride), CCOCC (ether), OS(=O)(=O)O (H2SO4), CCOCC (ether), C(CCCCC)C(COCCOCC(=O)O)CCCCCCCC (2-hexyldecyloxyethoxyacetic acid). The solvent is O (water). Yields the product C(CCCCC)C(COCCOC(C)O)CCCCCCCC (2-hexyldecyloxyethoxyethanol). RXN SMILES: [H-].[Al+3].[Li+].[H-].[H-].[H-].CC[O:9]CC.[CH2:12]([CH:18]([CH2:28][CH2:29][CH2:30][CH2:31][CH2:32][CH2:33][CH2:34][CH3:35])[CH2:19][O:20][CH2:21][CH2:22][O:23][CH2:24][C:25](O)=O)[CH2:13][CH2:14][CH2:15][CH2:16][CH3:17].OS(O)(=O)=O>O>[CH2:12]([CH:18]([CH2:28][CH2:29][CH2:30][CH2:31][CH2:32][CH2:33][CH2:34][CH3:35])[CH2:19][O:20][CH2:21][CH2:22][O:23][CH:24]([OH:9])[CH3:25])[CH2:13][CH2:14][CH2:15][CH2:16][CH3:17] |f:0.1.2.3.4.5|. Reported procedure: In three-necked, one-liter, round-bottom flask (equipped with a reflux condenser, nitrogen inlet, dropping funnel, and magnetic stirring bar) 0.15 mole of lithium aluminum hydride was dispersed in 300 ml. of ether at room temperature and under a dry nitrogen atmosphere. The 2-hexyldecyloxyethoxyacetic acid from Part A was mixed with 200 ml. of ether and added dropwise with stirring. The resulting mixture was stirred overnight at room temperature. The flask containing the mixture was then cooled ... Reactants: ClC1=C(C=C(C(=C1)Cl)Cl)[N+](=O)[O-] (2,4,5-trichloronitrobenzene), NC1=CC=C(C=C1)[C@@H]1C[C@H](C1)O (trans-3-(4-Aminophenyl)cyclobutanol). Product: ClC1=CC(=C(NC2=CC=C(C=C2)[C@@H]2C[C@H](C2)O)C=C1Cl)[N+](=O)[O-] (trans-3-[4-(4,5-Dichloro-2-nitroanilino)phenyl]cyclobutanol). As a reaction SMILES: Cl[C:2]1[CH:7]=[C:6]([Cl:8])[C:5]([Cl:9])=[CH:4][C:3]=1[N+:10]([O-:12])=[O:11].[NH2:13][C:14]1[CH:19]=[CH:18][C:17]([C@H:20]2[CH2:23][C@H:22]([OH:24])[CH2:21]2)=[CH:16][CH:15]=1>>[Cl:9][C:5]1[C:6]([Cl:8])=[CH:7][C:2]([NH:13][C:14]2[CH:15]=[CH:16][C:17]([C@H:20]3[CH2:21][C@H:22]([OH:24])[CH2:23]3)=[CH:18][CH:19]=2)=[C:3]([N+:10]([O-:12])=[O:11])[CH:4]=1. Reported procedure: The title compound was prepared according to the procedure described in step 3 of Example 1 from 2,4,5-trichloronitrobenzene and trans-3-(4-aminophenyl)cyclobutanol (step 4). Reactants: CC1CCC(CC1)C(=O)O (4-methylcyclohexanecarboxylic acid), C1(CC1)CCNC(=O)C=1N=NC(=CC1)N1CCNCC1 (6-piperazin-1-yl-pyridazine-3-carboxylic acid (2-cyclopropylethyl)amide). Product: C1(CC1)CCNC(=O)C=1N=NC(=CC1)N1CCN(CC1)C(=O)C1CCC(CC1)C (6-[4-(4-METHYLCYCLOHEXANECARBONYL)PIPERAZIN-1-YL]PYRIDAZINE-3-CARBOXYLIC ACID (2-CYCLOPROPYLETHYL)AMIDE), solid. Yield: 43.0%. As a reaction SMILES: [CH3:1][CH:2]1[CH2:7][CH2:6][CH:5]([C:8]([OH:10])=O)[CH2:4][CH2:3]1.[CH:11]1([CH2:14][CH2:15][NH:16][C:17]([C:19]2[N:20]=[N:21][C:22]([N:25]3[CH2:30][CH2:29][NH:28][CH2:27][CH2:26]3)=[CH:23][CH:24]=2)=[O:18])[CH2:13][CH2:12]1>>[CH:11]1([CH2:14][CH2:15][NH:16][C:17]([C:19]2[N:20]=[N:21][C:22]([N:25]3[CH2:30][CH2:29][N:28]([C:8]([CH:5]4[CH2:4][CH2:3][CH:2]([CH3:1])[CH2:7][CH2:6]4)=[O:10])[CH2:27][CH2:26]3)=[CH:23][CH:24]=2)=[O:18])[CH2:13][CH2:12]1. Procedure: Following the procedure of Example 14, making variations only as required to use 4-methylcyclohexanecarboxylic acid in place of 4,4,4-trifluoro-2-methylbutyric acid to react with 6-piperazin-1-yl-pyridazine-3-carboxylic acid (2-cyclopropylethyl)amide, the title compound was obtained as a white solid (43% yield). 1H NMR (300 MHz, CDCl3) δ 8.07, 7.09, 7.05, 3.89, 3.79, 3.64-3.70, 3.56, 2.40-2.60, 1.65-1.88, 1.50-1.62, 0.99, 0.91, 0.75, 0.48, 0.10. MS (ES+) m/z 400 (M+1). Starting materials: COC=1C=C(COC=2C=C3C=C(NC3=CC2OC)C(=O)OC)C=C(C1OC)OC (methyl 5-(3,4,5-trimethoxybenzyloxy)-6-methoxy-1H-indole-2-carboxylate), [OH-].[Na+] (sodium hydroxide). The solvent is CC(=O)C (acetone), CO (methanol). The product is COC=1C=C(COC=2C=C3C=C(NC3=CC2OC)C(=O)O)C=C(C1OC)OC (5-(3,4,5-Trimethoxybenzyloxy)-6methoxy1H-indole-2-carboxylic Acid). RXN SMILES: [CH3:1][O:2][C:3]1[CH:4]=[C:5]([CH:23]=[C:24]([O:28][CH3:29])[C:25]=1[O:26][CH3:27])[CH2:6][O:7][C:8]1[CH:9]=[C:10]2[C:14](=[CH:15][C:16]=1[O:17][CH3:18])[NH:13][C:12]([C:19]([O:21]C)=[O:20])=[CH:11]2.[OH-].[Na+]>CC(C)=O.CO>[CH3:1][O:2][C:3]1[CH:4]=[C:5]([CH:23]=[C:24]([O:28][CH3:29])[C:25]=1[O:26][CH3:27])[CH2:6][O:7][C:8]1[CH:9]=[C:10]2[C:14](=[CH:15][C:16]=1[O:17][CH3:18])[NH:13][C:12]([C:19]([OH:21])=[O:20])=[CH:11]2 |f:1.2|. Procedure: 180 mg of methyl 5-(3,4,5-trimethoxybenzyloxy)-6-methoxy-1H-indole-2-carboxylate are dissolved in 15 ml of acetone and 3 ml of methanol. 15 ml of 1N sodium hydroxide are added and the mixture is left to react for 2 hours at 30° C. The solvents are evaporated off under vacuum and the residual aqueous phase is acidified to pH=2 with concentrated hydrochloric acid. A solid is obtained, which is purified by taking it up in ethyl acetate at room a temperature.